This data is from the Open Reaction Database (ORD), a public repository of structured organic reaction records. The task is: describe an organic reaction: reactants, conditions, products, and yield Yields the product O=C1CCC2(CC1)CCN(c1ccc3c(c1)OC(F)(F)O3)C2=O. RXN SMILES: [ClH:27].[F:1][C:2]1([F:26])[O:3][c:4]2[c:5]([cH:7][cH:8][c:9]([N:11]3[C:12](=[O:25])[C:13]4([CH2:14][CH2:15][C:16]5([O:17][CH2:20][CH2:19][O:18]5)[CH2:21][CH2:22]4)[CH2:23][CH2:24]3)[cH:10]2)[O:6]1>>[F:1][C:2]1([F:26])[O:3][c:4]2[c:5]([cH:7][cH:8][c:9]([N:11]3[C:12](=[O:25])[C:13]4([CH2:14][CH2:15][C:16](=[O:17])[CH2:21][CH2:22]4)[CH2:23][CH2:24]3)[cH:10]2)[O:6]1. Starting materials: Cl, O=C1N(c2ccc3c(c2)OC(F)(F)O3)CCC12CCC1(CC2)OCCO1. Reaction SMILES: Br[C:2]1[CH:6]=CS[C:3]=1[C:7]([NH:9][CH:10]([C:12]1[N:17]=[N:16][C:15]([NH:18][C:19]2[CH:24]=[CH:23][C:22]([O:25][CH3:26])=[CH:21][CH:20]=2)=[N:14][CH:13]=1)[CH3:11])=[O:8].NC(C1N=NC(NC2C=C[C:40]([O:43]C)=[CH:39]C=2)=NC=1)C.O1CCC(C(O)=O)CC1>>[CH3:26][O:25][C:22]1[CH:21]=[CH:20][C:19]([NH:18][C:15]2[N:16]=[N:17][C:12]([CH:10]([NH:9][C:7]([CH:3]3[CH2:2][CH2:6][O:43][CH2:40][CH2:39]3)=[O:8])[CH3:11])=[CH:13][N:14]=2)=[CH:24][CH:23]=1. Reaction conditions: time 16.5 hour. Reactants: BrC1=C(SC=C1)C(=O)NC(C)C1=CN=C(N=N1)NC1=CC=C(C=C1)OC (3-bromo-N-[1-(3-{[4-(methyloxy)phenyl]amino}-1,2,4-triazin-6-yl)ethyl]-2-thiophenecarboxamide), O1CCC(CC1)C(=O)O (tetrahydropyran-4-yl-carboxylic acid), NC(C)C1=CN=C(N=N1)NC1=CC=C(C=C1)OC (6-(1-aminoethyl)-N-[4-(methyloxy)phenyl]-1,2,4-triazin-3-amine), NC(C)C1=CN=C(N=N1)NC1=CC=C(C=C1)OC (6-(1-aminoethyl)-N-[4-(methyloxy)phenyl]-1,2,4-triazin-3-amine). Product: COC1=CC=C(C=C1)NC=1N=NC(=CN1)C(C)NC(=O)C1CCOCC1 (N-[1-(3-{[4-(methyloxy)phenyl]amino}-1,2,4-triazin-6-yl)ethyl]tetrahydro-2H-pyran-4-carboxamide). Procedure details: In a similar manner as described for Intermediate 49, using 6-(1-aminoethyl)-N-[4-(methyloxy)phenyl]-1,2,4-triazin-3-amine (Intermediate 47) (100 mg, 0.41 mmol), and tetrahydropyran-4-yl-carboxylic acid (58 mg, 0.45 mmol), except the reaction was stirred for 16.5 h and a 10 g SCX cartridge was used, to give N-[1-(3-{[4-(methyloxy)phenyl]amino}-1,2,4-triazin-6-yl)ethyl]tetrahydro-2H-pyran-4-carboxamide (81 mg) as a yellow solid. MS m/z 358 (M+1). Starting materials: C(C)(=O)Cl (Acetyl chloride), ClC1=CC=C(C=C1)C(C=C(CO)F)C1CC1 (4-(4-chlorophenyl)-4-cyclopropyl-2-fluorobut-2-enol), O (Water). Solvent: C1=CC=CC=C1 (benzene), N1=CC=CC=C1 (pyridine). Run at time 24 hour. The product is C(C)(=O)OCC(=CC(C1CC1)C1=CC=C(C=C1)Cl)F (4-(4-chlorophenyl)-4-cyclopropyl-2-fluorobut-2-enyl acetate). The yield is 78.0%. RXN SMILES: [C:1](Cl)(=[O:3])[CH3:2].[Cl:5][C:6]1[CH:11]=[CH:10][C:9]([CH:12]([CH:18]2[CH2:20][CH2:19]2)[CH:13]=[C:14]([F:17])[CH2:15][OH:16])=[CH:8][CH:7]=1.O>C1C=CC=CC=1.N1C=CC=CC=1>[C:1]([O:16][CH2:15][C:14]([F:17])=[CH:13][CH:12]([C:9]1[CH:8]=[CH:7][C:6]([Cl:5])=[CH:11][CH:10]=1)[CH:18]1[CH2:19][CH2:20]1)(=[O:3])[CH3:2]. Procedure details: Acetyl chloride (1.2 ml) was slowly added to a stirred solution of 4-(4-chlorophenyl)-4-cyclopropyl-2-fluorobut-2-enol (Example 6) (0.51 g) in benzene (30 ml) and pyridine (0.24 ml) at 0° C. and stirring was continued for 24 hours while the mixture warmed to room temperature. Water (2 ml) was added, and the mixture was extracted with diethyl ether (3×20 ml). The combined organic layers were washed with water (3×10 ml), dried and evaporated under reduced pressure. The residual oil was chromatogra... Reactants: S(O)(O)(=O)=O (sulfuric acid), [OH-].[Na+] (NaOH), N1=CC=CC2=CC=C3C=CC=NC3=C12 (1,10-phenanthroline), [N+](=O)(O)[O-] (HNO3). The solvent is O (water). Reaction conditions: temperature 100 celsius, time 8 hour. Product: [N+](=O)([O-])C1=C2C=CC=NC2=C2N=CC=CC2=C1 (5-nitro-1,10-phenanthroline). Isolated yield 68.0%. RXN SMILES: S(=O)(=O)(O)O.[N:6]1[C:19]2[C:10](=[CH:11][CH:12]=[C:13]3[C:18]=2[N:17]=[CH:16][CH:15]=[CH:14]3)[CH:9]=[CH:8][CH:7]=1.[N+:20]([O-])([OH:22])=[O:21].[OH-].[Na+]>O>[N+:20]([C:11]1[CH:12]=[C:13]2[C:18]([N:17]=[CH:16][CH:15]=[CH:14]2)=[C:19]2[C:10]=1[CH:9]=[CH:8][CH:7]=[N:6]2)([O-:22])=[O:21] |f:3.4|. Procedure details: Referring to Scheme 5, 237 ml sulfuric acid (concentrate) was first added to a 1 L three-necked flask. 35 g 1,10-phenanthroline was then added into the flask, and the temperature of mixture was kept lower than 100° C. Next, 2436 ml (67%) HNO3 was added drop by drop, and the temperature of mixture was kept lower than 110° C. The mixture was subsequently heated to 100° C. and stirred overnight. After completion of reaction, the reaction mixture was cooled to room temperature and placed into 2 L wa...